Dataset: the Open Reaction Database (ORD), a public repository of structured organic reaction records. Task: describe an organic reaction: reactants, conditions, products, and yield Starting materials: CC1=NNC=C1 (3-methyl-1H-pyrazole), [H-].[Na+] (sodium hydride), ClC1=C(C(=O)OC)C=CC(=N1)C (methyl 2-chloro-6-methylnicotinate), ice water. The solvent is CN(C)C=O (DMF), CN(C)C=O (DMF). Run at temperature 0 celsius, time 1 hour. Yields the product CC1=NC(=C(C(=O)OC)C=C1)N1N=C(C=C1)C (methyl 6-methyl-2-(3-methyl-1H-pyrazol-1-yl)nicotinate). RXN SMILES: [CH3:1][C:2]1[CH:6]=[CH:5][NH:4][N:3]=1.[H-].[Na+].Cl[C:10]1[N:19]=[C:18]([CH3:20])[CH:17]=[CH:16][C:11]=1[C:12]([O:14][CH3:15])=[O:13]>CN(C=O)C>[CH3:20][C:18]1[CH:17]=[CH:16][C:11]([C:12]([O:14][CH3:15])=[O:13])=[C:10]([N:4]2[CH:5]=[CH:6][C:2]([CH3:1])=[N:3]2)[N:19]=1 |f:1.2|. Reported procedure: To a solution of 3-methyl-1H-pyrazole (1.1 g, 13.4 mmol) in DMF (5 ml) was added sodium hydride (1.0 g, 60% in oil) at 0° C. The reaction mixture was stirred for 1 h at 0° C. and then. A solution of methyl 2-chloro-6-methylnicotinate (4.3 g, 23.16 mmol) in DMF (5 mL) was added dropwise to the reaction mixture at 0° C. After addition, the mixture was heated to 80° C. and stirred for 12 h. After this time, the mixture was poured into ice-water and extracted and extracted with EtOAc. The combined o... The product is CC(C)(C)OC(=O)N1CCCC1C(=O)O. Reactants: CC(C)(C)OC(=O)N1CCCC1C(=O)C=[N+]=[N-], CC(=O)O. RXN SMILES: [C:1](=[O:2])([O:3][C:4]([CH3:5])([CH3:6])[CH3:7])[N:8]1[CH:9]([C:13]([CH:14]=[N+:15]=[N-:16])=[O:17])[CH2:10][CH2:11][CH2:12]1.[CH3:18][C:19]([OH:20])=[O:21]>>[C:1](=[O:2])([O:3][C:4]([CH3:5])([CH3:6])[CH3:7])[N:8]1[CH:9]([C:13]([OH:17])=[O:20])[CH2:10][CH2:11][CH2:12]1. The product is CC(=O)NCC(NC(=O)OC(C)(C)C)c1ccc(Cl)cc1. The reactants are CCN(C(C)C)C(C)C, C1CCOC1, CC(=O)OC(C)=O, CC(C)(C)OC(=O)NC(CN)c1ccc(Cl)cc1. As a reaction SMILES: [CH2:19]([N:20]([CH:21]([CH3:22])[CH3:23])[CH:24]([CH3:25])[CH3:26])[CH3:27].[CH2:35]1[O:36][CH2:37][CH2:38][CH2:39]1.[CH3:28][C:29](=[O:30])[O:31][C:32](=[O:33])[CH3:34].[NH2:1][CH2:2][CH:3]([c:4]1[cH:5][cH:6][c:7]([Cl:10])[cH:8][cH:9]1)[NH:11][C:12]([O:13][C:14]([CH3:15])([CH3:16])[CH3:17])=[O:18]>>[NH:1]([CH2:2][CH:3]([c:4]1[cH:5][cH:6][c:7]([Cl:10])[cH:8][cH:9]1)[NH:11][C:12]([O:13][C:14]([CH3:15])([CH3:16])[CH3:17])=[O:18])[C:29]([CH3:28])=[O:30].